This data is from the Open Reaction Database (ORD), a public repository of structured organic reaction records. The task is: describe an organic reaction: reactants, conditions, products, and yield The reactants are COCCBr, C1CCOC1, CC(C)(O)c1nnc2ccc(-c3c(-c4ccc(F)cc4F)nc4occn34)nn12, [H-], [Na+], CN(C)C=O. Product: COCCOC(C)(C)c1nnc2ccc(-c3c(-c4ccc(F)cc4F)nc4occn34)nn12. RXN SMILES: [Br:32][CH2:33][CH2:34][O:35][CH3:36].[CH2:37]1[O:38][CH2:39][CH2:40][CH2:41]1.[F:1][c:2]1[c:3](-[c:9]2[n:10][c:11]3[o:12][cH:13][cH:14][n:15]3[c:16]2-[c:17]2[cH:18][cH:19][c:20]3[n:21]([n:22]2)[c:23]([C:26]([CH3:27])([CH3:28])[OH:29])[n:24][n:25]3)[cH:4][cH:5][c:6]([F:8])[cH:7]1.[H-:31].[Na+:30].[O:42]=[CH:43][N:44]([CH3:45])[CH3:46]>>[F:1][c:2]1[c:3](-[c:9]2[n:10][c:11]3[o:12][cH:13][cH:14][n:15]3[c:16]2-[c:17]2[cH:18][cH:19][c:20]3[n:21]([n:22]2)[c:23]([C:26]([CH3:27])([CH3:28])[O:29][CH2:33][CH2:34][O:35][CH3:36])[n:24][n:25]3)[cH:4][cH:5][c:6]([F:8])[cH:7]1.